From a dataset of the Open Reaction Database (ORD), a public repository of structured organic reaction records. describe an organic reaction: reactants, conditions, products, and yield Starting materials: O=C(CC#N)CC1=CC=CC=C1 (3-oxo-4-phenylbutanenitrile), N1=CC=CC=C1 (pyridine), Cl.NO (hydroxylamine hydrochloride). The solvent is C(C)O (ethanol), C(C)(=O)OCC (ethyl acetate), [OH-].[Na+] (NaOH). Conditions: time 84 hour. The product is C(C1=CC=CC=C1)C1=NOC(=C1)N (3-Benzyl-1,2-oxazol-5-amine). Yield: 92.9%. As a reaction SMILES: O=[C:2]([CH2:6][C:7]1[CH:12]=[CH:11][CH:10]=[CH:9][CH:8]=1)[CH2:3][C:4]#[N:5].N1C=CC=CC=1.Cl.[NH2:20][OH:21]>C(O)C.C(OCC)(=O)C.[OH-].[Na+]>[CH2:6]([C:2]1[CH:3]=[C:4]([NH2:5])[O:21][N:20]=1)[C:7]1[CH:12]=[CH:11][CH:10]=[CH:9][CH:8]=1 |f:2.3,6.7|. Reported procedure: To a solution of 3-oxo-4-phenylbutanenitrile (690 mg, 4.34 mmol) in ethanol (25 mL) is added pyridine (4.91 mL, 60.7 mmol) and hydroxylamine hydrochloride (301 mg, 4.34 mmol). The reaction mixture is allowed to stir at room temperature 84 h. The mixture is diluted with ethyl acetate and 1M aqueous NaOH solution. The layers are separated and the aqueous layer is extracted with ethyl acetate. The organic layers are washed with brine, dried (Na2SO4), and the solvent is removed in vacuo to afford th... Reactants: 1,8-diazabicyclo[5.4.0]undec-7-ene(1,5-5), OC1=C(C(=O)O)C=C(C=C1)O (2,5-dihydroxybenzoic acid), BrCCCCCCCCCCCOC(C1=CC(=CC(=C1)[N+](=O)[O-])[N+](=O)[O-])=O (3,5-dinitrobenzoic acid 11-bromoundecyl ester). Solvent: CN(C=O)C (dimethylformamide). Conditions: temperature 80 celsius. The product is OC1=C(C(=O)OCCCCCCCCCCCOC(C2=CC(=CC(=C2)[N+](=O)[O-])[N+](=O)[O-])=O)C=C(C=C1)O (3,5-dinitrobenzoic acid 11-[2,5-dihydroxybenzoyloxy]undecyl ester). The yield is 56.6%. RXN SMILES: [OH:1][C:2]1[CH:10]=[CH:9][C:8]([OH:11])=[CH:7][C:3]=1[C:4]([OH:6])=[O:5].Br[CH2:13][CH2:14][CH2:15][CH2:16][CH2:17][CH2:18][CH2:19][CH2:20][CH2:21][CH2:22][CH2:23][O:24][C:25](=[O:38])[C:26]1[CH:31]=[C:30]([N+:32]([O-:34])=[O:33])[CH:29]=[C:28]([N+:35]([O-:37])=[O:36])[CH:27]=1>CN(C)C=O>[OH:1][C:2]1[CH:10]=[CH:9][C:8]([OH:11])=[CH:7][C:3]=1[C:4]([O:6][CH2:13][CH2:14][CH2:15][CH2:16][CH2:17][CH2:18][CH2:19][CH2:20][CH2:21][CH2:22][CH2:23][O:24][C:25](=[O:38])[C:26]1[CH:31]=[C:30]([N+:32]([O-:34])=[O:33])[CH:29]=[C:28]([N+:35]([O-:37])=[O:36])[CH:27]=1)=[O:5]. Procedure details: 2.78 g (18.0 mmol) 2,5-dihydroxybenzoic acid were dissolved in 36 ml dimethylformamide. 2.96 ml (19.8 mmol) 1,8-diazabicyclo[5.4.0]undec-7-ene(1,5-5) (DBU) were added dropwise in the course of 15 minutes. The reaction temperature rise to 30° C., subsequently 8.83 g (19.8 mmol) 3,5-dinitrobenzoic acid 11-bromoundecyl ester were added in one portion. The mixture was then heated at 80° C. for 2 hours. The reaction mixture was cooled and then partitioned between dichloromethane and 1N hydrochloric a...